From a dataset of the Open Reaction Database (ORD), a public repository of structured organic reaction records. describe an organic reaction: reactants, conditions, products, and yield Reactants: C(C)(=O)N(CCCCCC(=O)O)C(C1=CC=CC=C1)C1=CC=CC=C1 (N-acetyl-6-benzhydrylaminocaproic acid), N[C@@H](CO)C(=O)OCC (ethyl L-serinate), [OH-].[K+] (potassium hydroxide). Solvent: C(C)O (ethanol). Run at time 12 hour. Yields the product C(C)(=O)N(CCCCCC(=O)N[C@@H](CO)C(=O)O)C(C1=CC=CC=C1)C1=CC=CC=C1 (N-(N-acetyl-6-benzhydrylaminohexanoyl)-L-serine). Reaction SMILES: [C:1]([N:4]([CH:13]([C:20]1[CH:25]=[CH:24][CH:23]=[CH:22][CH:21]=1)[C:14]1[CH:19]=[CH:18][CH:17]=[CH:16][CH:15]=1)[CH2:5][CH2:6][CH2:7][CH2:8][CH2:9][C:10](O)=[O:11])(=[O:3])[CH3:2].[NH2:26][C@H:27]([C:30]([O:32]CC)=[O:31])[CH2:28][OH:29].[OH-].[K+]>C(O)C>[C:1]([N:4]([CH:13]([C:20]1[CH:25]=[CH:24][CH:23]=[CH:22][CH:21]=1)[C:14]1[CH:19]=[CH:18][CH:17]=[CH:16][CH:15]=1)[CH2:5][CH2:6][CH2:7][CH2:8][CH2:9][C:10]([NH:26][C@H:27]([C:30]([OH:32])=[O:31])[CH2:28][OH:29])=[O:11])(=[O:3])[CH3:2] |f:2.3|. Procedure: Analogously to Example 1, by using equivalent quantities, reacting N-acetyl-6-benzhydrylaminocaproic acid and ethyl L-serinate and suitable processing, dissolving the evaporation residue in ethanol, adding an ethanolic solution of potassium hydroxide, stirring for 12 hours at room temperature and further processing yields N-(N-acetyl-6-benzhydrylaminohexanoyl)-L-serine. Reactants: ClC1=C(C=CC(=C1)Cl)C1(OC1)CN1N=CN=C1 (2-(2,4-dichlorophenyl)-2-(1H-1,2,4-triazol-1-ylmethyl)oxirane), solution, CN (methylamine). Solvent: C(C)O (ethanol), C(C)O (ethanol). The product is ClC1=C(C=CC(=C1)Cl)C(CN1N=CN=C1)(CNC)O (2-(2,4-Dichlorophenyl)-3-(methylamino)-1-(1H-1,2,4-triazol-1-yl)propan-2-ol). As a reaction SMILES: [Cl:1][C:2]1[CH:7]=[C:6]([Cl:8])[CH:5]=[CH:4][C:3]=1[C:9]1([CH2:12][N:13]2[CH:17]=[N:16][CH:15]=[N:14]2)[CH2:11][O:10]1.[CH3:18][NH2:19]>C(O)C>[Cl:1][C:2]1[CH:7]=[C:6]([Cl:8])[CH:5]=[CH:4][C:3]=1[C:9]([OH:10])([CH2:11][NH:19][CH3:18])[CH2:12][N:13]1[CH:17]=[N:16][CH:15]=[N:14]1. Procedure: A solution containing 2-(2,4-dichlorophenyl)-2-(1H-1,2,4-triazol-1-ylmethyl)oxirane (5.5 g, 20.4 mmol), obtained as explained in EP 106515, a 40% solution of methylamine in ethanol (60 mL) and ethanol is stirred at 100° C. for 16 h in a closed vessel. The product is isolated by flash chromatography as a white solid. mp 98°-101° C.; 1H NMR (80 MHz, CDCl3)δ(TMS) 8.12 (s, 1H, N=CH), 7.81 (s, 1H, N=CH), 7.73 (d, J=8.5 Hz, 1H, arom), 7.5-7.1 (m, 2H, arom), 4.78 (s, 2H, CH2 -Tr), 3.28 (AB system, Δv=0...